This data is from the Open Reaction Database (ORD), a public repository of structured organic reaction records. The task is: describe an organic reaction: reactants, conditions, products, and yield Reactants: BrCCC=C (4-bromo-1-buten), [Mg] (Magnesium), II (iodine), ClC1=CC=C(C=C1)C1(CC(C1)C(N(C)OC)=O)NC(C1=CC=CC=C1)=O (N-(1-(4-chlorophenyl)-3-(methoxy(methyl)carbamoyl)cyclobutyl)benzamide), [Mg] (magnesium). Solvent: C1CCOC1 (THF), C1CCOC1 (THF), C1CCOC1 (THF). Reaction conditions: time 12 minute. The product is ClC1=CC=C(C=C1)C1(CC(C1)C(CCC=C)=O)NC(C1=CC=CC=C1)=O (N-(1-(4-chlorophenyl)-3-pent-4-enoylcyclobutyl)benzamide). RXN SMILES: [Mg].II.Br[CH2:5][CH2:6][CH:7]=[CH2:8].[Cl:9][C:10]1[CH:15]=[CH:14][C:13]([C:16]2([NH:26][C:27](=[O:34])[C:28]3[CH:33]=[CH:32][CH:31]=[CH:30][CH:29]=3)[CH2:19][CH:18]([C:20](=[O:25])N(OC)C)[CH2:17]2)=[CH:12][CH:11]=1>C1COCC1>[Cl:9][C:10]1[CH:11]=[CH:12][C:13]([C:16]2([NH:26][C:27](=[O:34])[C:28]3[CH:29]=[CH:30][CH:31]=[CH:32][CH:33]=3)[CH2:17][CH:18]([C:20](=[O:25])[CH2:8][CH2:7][CH:6]=[CH2:5])[CH2:19]2)=[CH:14][CH:15]=1. Procedure details: Magnesium powder (1.05 g, 42.0 mmol) was placed into a round-bottomed flask with a small piece of iodine. Dry THF was added to cover the magnesium and the solution was heated to a gentle reflux for 30 minutes. While refluxing, a second solution of 4-bromo-1-buten (4.72 mL, 42.0 mmol) in dry THF (5 mL) was added. After 12 min, the mixture was cooled to room temperature and added to a solution of N-(1-(4-chlorophenyl)-3-(methoxy(methyl)carbamoyl)cyclobutyl)benzamide (1.12 g, 3.0 mmol) in dry THF (...